describe an organic reaction: reactants, conditions, products, and yield From a dataset of the Open Reaction Database (ORD), a public repository of structured organic reaction records. Reactants: C(=O)C=1C=C(C(=O)O)C=C(C1)C (3-formyl-5-methyl-benzoic acid), C=1C=CC2=C(C1)N=NN2O (HOBt), CCN=C=NCCCN(C)C.Cl (EDC HCl), C(C)C=1C=C(C(=N)NO)C=C(C1O)C (3-ethyl-4,N-dihydroxy-5-methyl-benzamidine). The solvent is CN(C)C=O (DMF). Conditions: time 1 hour. Product: C(C)C=1C=C(C=C(C1O)C)C1=NOC(=N1)C=1C=C(C=O)C=C(C1)C (3-[3-(3-ethyl-4-hydroxy-5-methyl-phenyl)-[1,2,4]oxadiazol-5-yl]-5-methyl-benzaldehyde). Yield: 28.6%. RXN SMILES: [CH:1]([C:3]1[CH:4]=[C:5]([CH:9]=[C:10]([CH3:12])[CH:11]=1)[C:6]([OH:8])=O)=[O:2].C1C=CC2N(O)N=NC=2C=1.CCN=C=NCCCN(C)C.Cl.[CH2:35]([C:37]1[CH:38]=[C:39]([CH:44]=[C:45]([CH3:48])[C:46]=1[OH:47])[C:40]([NH:42]O)=[NH:41])[CH3:36]>CN(C=O)C>[CH2:35]([C:37]1[CH:38]=[C:39]([C:40]2[N:41]=[C:6]([C:5]3[CH:4]=[C:3]([CH:11]=[C:10]([CH3:12])[CH:9]=3)[CH:1]=[O:2])[O:8][N:42]=2)[CH:44]=[C:45]([CH3:48])[C:46]=1[OH:47])[CH3:36] |f:2.3|. Reported procedure: A solution of 3-formyl-5-methyl-benzoic acid (3.80 g, 23.2 mmol), HOBt (4.17 g, 27.8 mmol) and EDC HCl (4.44 g, 23.2 mmol) in DMF (200 mL) was stirred at rt for 5 min before 3-ethyl-4,N-dihydroxy-5-methyl-benzamidine (4.50 g, 23.2 mmol) was added. The mixture was stirred at rt for 1 h. The mixture was heated to 75° C. and stirring was continued for 3 h. The mixture was concentrated to about 40 mL, acidified by adding formic acid (0.6 mL), diluted with a small amount of acetonitrile/water and sep... Reactants: CCCCO, Clc1ccc(-c2ccc(Cl)nn2)cc1, NNCCO. Product: NN(CCO)c1ccc(-c2ccc(Cl)cc2)nn1. RXN SMILES: [CH2:20]([OH:21])[CH2:22][CH2:23][CH3:24].[Cl:1][c:2]1[cH:3][cH:4][c:5](-[c:8]2[cH:9][cH:10][c:11]([Cl:14])[n:12][n:13]2)[cH:6][cH:7]1.[OH:15][CH2:16][CH2:17][NH:18][NH2:19]>>[Cl:1][c:2]1[cH:3][cH:4][c:5](-[c:8]2[cH:9][cH:10][c:11]([N:18]([CH2:17][CH2:16][OH:15])[NH2:19])[n:12][n:13]2)[cH:6][cH:7]1. The reactants are [Li]CCCC (BuLi), COC(=O)C=1C2CN(CC(CC1OS(=O)(=O)C(F)(F)F)N2C(=O)OC(C)(C)C)C(=O)OC(C)(C)C (7-Trifluoromethanesulfonyloxy-3,9-diazabicyclo[3.3.1]non-6-ene-3,6,9-tricarboxylic acid 3,9-di-tert-butyl ester 6-methyl ester), [Si](C)(C)(C(C)(C)C)OCCOCC=1SC=CN1 (2-[2-(tert-butyldimethylsilanyloxy)ethoxymethyl]thiazole). Reagents/catalysts: C=1C=CC(=CC1)[P](C=2C=CC=CC2)(C=3C=CC=CC3)[Pd]([P](C=4C=CC=CC4)(C=5C=CC=CC5)C=6C=CC=CC6)([P](C=7C=CC=CC7)(C=8C=CC=CC8)C=9C=CC=CC9)[P](C=1C=CC=CC1)(C=1C=CC=CC1)C=1C=CC=CC1 (Pd(PPh3)4), [Cl-].[Cl-].[Zn+2] (ZnCl2). Solvent: C1CCOC1 (THF), C1CCOC1 (THF). Run at temperature -78 celsius, time 1 hour. Yields the product COC(=O)C=1C2CN(CC(CC1C1=CN=C(S1)COCCO[Si](C)(C)C(C)(C)C)N2C(=O)OC(C)(C)C)C(=O)OC(C)(C)C (7-{2-[2-(tert-Butyldimethylsilanyloxy)ethoxymethyl]thiazol-5-yl}-3,9-diazabicyclo[3.3.1]non-6-ene-3,6,9-tricarboxylic acid 3,9-di-tert-butyl ester 6-methyl ester). The yield is 64.9%. As a reaction SMILES: [Li]CCCC.[Si:6]([O:13][CH2:14][CH2:15][O:16][CH2:17][C:18]1[S:19][CH:20]=[CH:21][N:22]=1)([C:9]([CH3:12])([CH3:11])[CH3:10])([CH3:8])[CH3:7].[CH3:23][O:24][C:25]([C:27]1[CH:28]2[N:43]([C:44]([O:46][C:47]([CH3:50])([CH3:49])[CH3:48])=[O:45])[CH:32]([CH2:33][C:34]=1OS(C(F)(F)F)(=O)=O)[CH2:31][N:30]([C:51]([O:53][C:54]([CH3:57])([CH3:56])[CH3:55])=[O:52])[CH2:29]2)=[O:26]>C1COCC1.[Cl-].[Cl-].[Zn+2].C1C=CC([P]([Pd]([P](C2C=CC=CC=2)(C2C=CC=CC=2)C2C=CC=CC=2)([P](C2C=CC=CC=2)(C2C=CC=CC=2)C2C=CC=CC=2)[P](C2C=CC=CC=2)(C2C=CC=CC=2)C2C=CC=CC=2)(C2C=CC=CC=2)C2C=CC=CC=2)=CC=1>[CH3:23][O:24][C:25]([C:27]1[CH:28]2[N:43]([C:44]([O:46][C:47]([CH3:50])([CH3:48])[CH3:49])=[O:45])[CH:32]([CH2:33][C:34]=1[C:20]1[S:19][C:18]([CH2:17][O:16][CH2:15][CH2:14][O:13][Si:6]([C:9]([CH3:12])([CH3:10])[CH3:11])([CH3:7])[CH3:8])=[N:22][CH:21]=1)[CH2:31][N:30]([C:51]([O:53][C:54]([CH3:57])([CH3:56])[CH3:55])=[O:52])[CH2:29]2)=[O:26] |f:4.5.6,^1:69,71,90,109|. Procedure: BuLi (1.6 M in hexane, 5.70 mL, 9.05 mmol) was added dropwise to a cooled (−78° C.) solution of 2-[2-(tert-butyldimethylsilanyloxy)ethoxymethyl]thiazole (1.900 g, 6.786 mmol) in THF (15 mL). The reaction mixture was stirred at −78° C. for 1 h, and ZnCl2 (1M in THF, 11.3 mL, 11.3 mmol) was added dropwise at −78° C. The cooling bath was removed, and the reaction mixture was stirred for 1 h at rt. A sol. of compound Y (2.00 g, 3.77 mmol) in THF (5 mL) was added dropwise, followed by Pd(PPh3)4 (136 ... The reactants are N(=O)OCCC(C)C (isoamyl nitrite), CC(C)C(CC)=O (2-methylpentan-3-one), solution, Cl (hydrochloride). Solvent: COC(C)(C)C (tert-butyl methyl ether), COC(C)(C)C (tert-butyl methyl ether), COCCOC (ethylene glycol dimethyl ether). Yields the product CC(C(C(C)=NO)=O)C (4-Methylpentane-2,3-dione 2-oxime). As a reaction SMILES: [CH3:1][CH:2]([C:4](=[O:7])[CH2:5][CH3:6])[CH3:3].Cl.[N:9](OCCC(C)C)=[O:10]>COC(C)(C)C.COCCOC>[CH3:1][CH:2]([CH3:3])[C:4](=[O:7])[C:5](=[N:9][OH:10])[CH3:6]. Reported procedure: 100 g (948 mmol) of 2-methylpentan-3-one were dissolved in 400 ml of tert-butyl methyl ether. 50 g (274 mmol) of solution of hydrochloride in ethylene glycol dimethyl ether (20%) were added. Subsequently, a solution of 117 g (949 mmol) isoamyl nitrite in 150 ml of tert-butyl methyl ether was added dropwise within 60 minutes. The solvent was removed fully under reduced pressure. The residue was taken up in 300 ml of n-heptane and concentrated again under reduced pressure. After 200 ml of n-heptan...